describe an organic reaction: reactants, conditions, products, and yield From a dataset of the Open Reaction Database (ORD), a public repository of structured organic reaction records. Run at temperature 50 celsius, time 70 minute. Reaction SMILES: CO/[CH:3]=[CH:4]/[C:5](=[O:7])[CH3:6].[CH:8]1[C:17]2[C:12](=[CH:13][CH:14]=[CH:15][CH:16]=2)[CH:11]=[CH:10][C:9]=1[SH:18].O.C1(C)C=CC(S(O)(=O)=O)=CC=1.C(=O)([O-])O.[Na+]>C1C=CC=CC=1>[CH:8]1[C:17]2[C:12](=[CH:13][CH:14]=[CH:15][CH:16]=2)[CH:11]=[CH:10][C:9]=1[S:18]/[CH:3]=[CH:4]/[C:5](=[O:7])[CH3:6] |f:2.3,4.5|. Isolated yield 16.7%. Product: C1=C(C=CC2=CC=CC=C12)S/C=C/C(C)=O ((E)-4-(2-naphthylthio)-3-buten-2-one). Starting materials: C(O)([O-])=O.[Na+] (sodium hydrogen carbonate), CO/C=C/C(C)=O ((E)-4-methoxy-3-buten-2-one), C1=C(C=CC2=CC=CC=C12)S (2-naphthalenethiol), O.C1(=CC=C(C=C1)S(=O)(=O)O)C (p-toluene sulfonic acid-monohydrate). The solvent is C1=CC=CC=C1 (benzene). Reported procedure: To a solution of (E)-4-methoxy-3-buten-2-one (purity: 90%, 15.0 ml, 0.13 mol) and 2-naphthalenethiol (21.16 g, 0.13 mol) in benzene (180 ml) was added p-toluene sulfonic acid-monohydrate (75 mg, 0.4 mmol), followed by heating, while stirring, on an oil bath at 50° C. for 70 minutes. After ice cooling, an aqueous saturated sodium hydrogen carbonate solution was added thereto, followed by extracting with ethyl acetate four times. The ethyl acetate layer was washed with an aqueous saturated sodium ... The reactants are Cc1cc(NC(=O)OC(C)(C)C)no1, C1CCOC1, CN([SiH](C)C)[Si](C)(C)C, COS(=O)(=O)OC, [Li]. Yields the product Cc1cc(N(C)C(=O)OC(C)(C)C)no1. As a reaction SMILES: [C:11]([CH3:12])([CH3:13])([CH3:14])[O:15][C:16](=[O:17])[NH:18][c:19]1[n:20][o:21][c:22]([CH3:24])[cH:23]1.[CH2:32]1[O:33][CH2:34][CH2:35][CH2:36]1.[CH3:1][SiH:2]([CH3:3])[N:4]([CH3:5])[Si:6]([CH3:7])([CH3:8])[CH3:9].[CH3:25][O:26][S:27]([O:28][CH3:29])(=[O:30])=[O:31].[Li:10]>>[CH3:1][N:18]([C:16]([O:15][C:11]([CH3:12])([CH3:13])[CH3:14])=[O:17])[c:19]1[n:20][o:21][c:22]([CH3:24])[cH:23]1. The reactants are O=C(c1ncc[nH]1)c1ncc[nH]1, O=C=C1N=CC=N1, CS(N)(=O)=O, CN(C)C=O, COc1cc(OC)nc(Sc2nccc(-c3cccc(Cl)c3)c2C(=O)O)n1, [H-], [Na+], O, O=C(O)c1cccnc1. RXN SMILES: [C:28]([c:29]1[nH:30][cH:31][cH:32][n:33]1)([c:34]1[nH:35][cH:36][cH:37][n:38]1)=[O:39].[C:47](=[C:48]1[N:49]=[CH:50][CH:51]=[N:52]1)=[O:53].[CH3:42][S:43](=[O:44])(=[O:45])[NH2:46].[CH3:63][N:64]([CH3:65])[CH:66]=[O:67].[Cl:1][c:2]1[cH:3][c:4](-[c:8]2[cH:9][cH:10][n:11][c:12]([S:17][c:18]3[n:19][c:20]([O:26][CH3:27])[cH:21][c:22]([O:24][CH3:25])[n:23]3)[c:13]2[C:14](=[O:15])[OH:16])[cH:5][cH:6][cH:7]1.[H-:40].[Na+:41].[OH2:68].[OH:54][C:55]([c:56]1[cH:57][n:58][cH:59][cH:60][cH:61]1)=[O:62]>>[Cl:1][c:2]1[cH:3][c:4](-[c:8]2[cH:9][cH:10][n:11][c:12]([S:17][c:18]3[n:19][c:20]([O:26][CH3:27])[cH:21][c:22]([O:24][CH3:25])[n:23]3)[c:13]2[C:14](=[O:15])[NH:46][S:43]([CH3:42])(=[O:44])=[O:45])[cH:5][cH:6][cH:7]1. Product: COc1cc(OC)nc(Sc2nccc(-c3cccc(Cl)c3)c2C(=O)NS(C)(=O)=O)n1. Reactants: OCC#CC=1C(=CC(=NC1)C(=O)OC)C(=O)OC (dimethyl 5-(3-hydroxy-1-propinyl)-pyridine2,4-dicarboxylate). The reagents and catalysts are [Pd] (palladium). The solvent is CO (methanol). Run at time 4 hour. Yields the product OCCCC=1C(=CC(=NC1)C(=O)OC)C(=O)OC (dimethyl 5-(3-hydroxy-propyl)-pyridine-2,4-dicarboxylate). RXN SMILES: [OH:1][CH2:2][C:3]#[C:4][C:5]1[C:6]([C:15]([O:17][CH3:18])=[O:16])=[CH:7][C:8]([C:11]([O:13][CH3:14])=[O:12])=[N:9][CH:10]=1>CO.[Pd]>[OH:1][CH2:2][CH2:3][CH2:4][C:5]1[C:6]([C:15]([O:17][CH3:18])=[O:16])=[CH:7][C:8]([C:11]([O:13][CH3:14])=[O:12])=[N:9][CH:10]=1. Procedure: 655 mg of dimethyl 5-(3-hydroxy-1-propinyl)-pyridine-2,4-dicarboxylate (Example 10) are dissolved in 50 ml of methanol and, after addition of the palladium catalyst (10% strength on charcoal) are hydrogenated. The reaction has ended after 4 hours (thin layer control). The catalyst is filtered off and the solution is concentrated in vacuo. The colorless oil is chromatographed on silica gel. The reactants are CC(C)COC(=O)C(C)N, Cl, O=C(O)Cc1ccc(Cl)cc1. Yields the product CC(C)COC(=O)C(C)NC(=O)Cc1ccc(Cl)cc1. As a reaction SMILES: [CH2:13]([CH:14]([CH3:15])[CH3:16])[O:17][C:18]([CH:19]([NH2:20])[CH3:21])=[O:22].[ClH:12].[OH:1][C:2](=[O:3])[CH2:4][c:5]1[cH:6][cH:7][c:8]([Cl:9])[cH:10][cH:11]1>>[C:2](=[O:3])([CH2:4][c:5]1[cH:6][cH:7][c:8]([Cl:9])[cH:10][cH:11]1)[NH:20][CH:19]([C:18]([O:17][CH2:13][CH:14]([CH3:15])[CH3:16])=[O:22])[CH3:21]. The reactants are S(O)(O)(=O)=O (sulfuric acid), CS(=O)(=O)OC1=C(C=C(C=C1)F)Cl (2-chloro-4-fluorophenyl methanesulfonate), S(O)(O)(=O)=O (sulfuric acid), [N+](=O)(O)[O-] (nitric acid). Product: CS(=O)(=O)OC1=C(C=C(C(=C1)[N+](=O)[O-])F)Cl (2-chloro-4-fluoro-5-nitrophenyl methanesulfonate). The yield is 95.9%. As a reaction SMILES: S(=O)(=O)(O)O.[CH3:6][S:7]([O:10][C:11]1[CH:16]=[CH:15][C:14]([F:17])=[CH:13][C:12]=1[Cl:18])(=[O:9])=[O:8].[N+:19]([O-])([OH:21])=[O:20]>>[CH3:6][S:7]([O:10][C:11]1[CH:16]=[C:15]([N+:19]([O-:21])=[O:20])[C:14]([F:17])=[CH:13][C:12]=1[Cl:18])(=[O:8])=[O:9]. Procedure details: A 95% sulfuric acid (35 ml) was added to 2-chloro-4-fluorophenyl methanesulfonate (22.5 g), to which was then added dropwise a mixture of 95% sulfuric acid (7.5 ml) and 61% nitric acid (10.3 g) under ice-water cooling and stirring to effect nitration reaction. After the completion of the addition, the reaction mixture was stirred for further 30 minutes at room temperature and then poured onto ice pieces and extracted with toluene. The toluene extract as separated was washed with 1N aqueous sodiu... Reactants: ClC1=C(C=CC=C1)N1CCN(CC1)C(=O)C=1NC2=CC=CC=C2C1C(C1=CC=CC=C1)C1=CC=CC=C1 (2-[4-(2-Chlorophenyl)piperazinylcarbonyl]-3-(diphenylmethyl)indole), Cl.O1CCN(CC1)CCCl (2-morpholinoethylchloride hydrochloride). Product: ClC1=C(C=CC=C1)N1CCN(CC1)C(=O)C=1N(C2=CC=CC=C2C1C(C1=CC=CC=C1)C1=CC=CC=C1)CCN1CCOCC1 (2-[4-(2-Chlorophenyl)piperazinylcarbonyl]-3-(diphenylmethyl)-1-(2-morpholinoethyl)indole). Yield: 74.2%. Reaction SMILES: [Cl:1][C:2]1[CH:7]=[CH:6][CH:5]=[CH:4][C:3]=1[N:8]1[CH2:13][CH2:12][N:11]([C:14]([C:16]2[NH:17][C:18]3[C:23]([C:24]=2[CH:25]([C:32]2[CH:37]=[CH:36][CH:35]=[CH:34][CH:33]=2)[C:26]2[CH:31]=[CH:30][CH:29]=[CH:28][CH:27]=2)=[CH:22][CH:21]=[CH:20][CH:19]=3)=[O:15])[CH2:10][CH2:9]1.Cl.[O:39]1[CH2:44][CH2:43][N:42]([CH2:45][CH2:46]Cl)[CH2:41][CH2:40]1>>[Cl:1][C:2]1[CH:7]=[CH:6][CH:5]=[CH:4][C:3]=1[N:8]1[CH2:13][CH2:12][N:11]([C:14]([C:16]2[N:17]([CH2:46][CH2:45][N:42]3[CH2:43][CH2:44][O:39][CH2:40][CH2:41]3)[C:18]3[C:23]([C:24]=2[CH:25]([C:26]2[CH:27]=[CH:28][CH:29]=[CH:30][CH:31]=2)[C:32]2[CH:33]=[CH:34][CH:35]=[CH:36][CH:37]=2)=[CH:22][CH:21]=[CH:20][CH:19]=3)=[O:15])[CH2:10][CH2:9]1 |f:1.2|. Procedure details: Substantially the same procedure as in Example 89 was repeated using Compound 88 (1.0 g, 1.98 mmol) obtained in Example 88 and 2-morpholinoethylchloride hydrochloride (385 mg, 2.07 mmol) to give 0.91 g (yield: 74%) of the title compound. RXN SMILES: [CH3:1][C:2]1[CH:7]=[C:6]([CH2:8][CH2:9][C:10]2[CH:15]=[CH:14][CH:13]=[CH:12][CH:11]=2)[N:5]=[C:4]([N:16]2C(C)=CC=C2C)[CH:3]=1.Cl.NO.[OH-].[K+]>C(O)C.O>[NH2:16][C:4]1[CH:3]=[C:2]([CH3:1])[CH:7]=[C:6]([CH2:8][CH2:9][C:10]2[CH:15]=[CH:14][CH:13]=[CH:12][CH:11]=2)[N:5]=1 |f:1.2,3.4,5.6|. Reported procedure: By analogy to Example 56, Step B, 4-methyl-2-(2,5-dimethylpyrrol-1-yl)-6-(2-phenylethyl)pyridine was treated with 4.6 equivalents of hydroxylamine hydrochloride and 2.8 equivalents of potassium hydroxide in refluxing ethanol/water to yield 2-amino-4-methyl-6-(2-phenylethyl)pyridine as a colorless oil. The solvent is C(C)O.O (ethanol water). The reactants are CC1=CC(=NC(=C1)CCC1=CC=CC=C1)N1C(=CC=C1C)C (4-methyl-2-(2,5-dimethylpyrrol-1-yl)-6-(2-phenylethyl)pyridine), Cl.NO (hydroxylamine hydrochloride), [OH-].[K+] (potassium hydroxide). Product: NC1=NC(=CC(=C1)C)CCC1=CC=CC=C1 (2-amino-4-methyl-6-(2-phenylethyl)pyridine). RXN SMILES: [Cl:1][C:2]1[CH:7]=[CH:6][CH:5]=[C:4]([N+:8]([O-])=O)[C:3]=1[Cl:11].C(O)(=O)C.C(N)=N.[H][H]>[Ni].CO>[Cl:1][C:2]1[CH:7]=[CH:6][CH:5]=[C:4]([NH2:8])[C:3]=1[Cl:11] |f:1.2|. Run in CO (methanol). Run at time 1 hour. The reactants are [H][H] (hydrogen), ClC1=C(C(=CC=C1)[N+](=O)[O-])Cl (1,2-dichloro-3-nitrobenzene), C(C)(=O)O.C(=N)N (formamidine acetate). The reagents and catalysts are [Ni] (Raney nickel). Procedure details: 48.0 g of 1,2-dichloro-3-nitrobenzene, 2 g of Raney nickel (60%, aqueous), 1.5 g of formamidine acetate and 120 ml of methanol are introduced in an autoclave equipped with gas introduction stirrer. The air in the autoclave is then displaced by nitrogen and then by hydrogen. The hydrogenation is carried out at a pressure of 12 bar and a temperature of 80° C. The hydrogenation time is 1 hour. 1,2-Dichloro-3-aminobenzene, 99.7% pure (analysed by gas chromatography), is obtained in quantitative yiel... Product: ClC1=C(C(=CC=C1)N)Cl (1,2-Dichloro-3-aminobenzene). As a reaction SMILES: [CH3:1][O:2][C:3]1[N:8]=[CH:7][C:6]([C:9]2[N:17]3[C:12]([CH:13]=[N:14][C:15](O)=[N:16]3)=[CH:11][CH:10]=2)=[CH:5][CH:4]=1.[NH2:19][C:20]1[CH:21]=[C:22]([CH:26]2[N:31]([CH3:32])[CH2:30][CH2:29][N:28]([CH3:33])[C:27]2=[O:34])[CH:23]=[CH:24][CH:25]=1>>[CH3:1][O:2][C:3]1[N:8]=[CH:7][C:6]([C:9]2[N:17]3[C:12]([CH:13]=[N:14][C:15]([NH:19][C:20]4[CH:21]=[C:22]([CH:26]5[N:31]([CH3:32])[CH2:30][CH2:29][N:28]([CH3:33])[C:27]5=[O:34])[CH:23]=[CH:24][CH:25]=4)=[N:16]3)=[CH:11][CH:10]=2)=[CH:5][CH:4]=1. The reactants are COC1=CC=C(C=N1)C1=CC=C2C=NC(=NN21)O (7-(6-methoxy-pyridin-3-yl)-pyrrolo[2,1-f][1,2,4]triazin-2-ol), NC=1C=C(C=CC1)C1C(N(CCN1C)C)=O (3-(3-amino-phenyl)-1,4-dimethyl-piperazin-2-one). The yield is 42.0%. Procedure: 3-{3-[7-(6-Methoxy-pyridin-3-yl)-pyrrolo[2,1-f][1,2,4]triazin-2-ylamino]-phenyl}-1,4-dimethyl-piperazin-2-one was prepared from 7-(6-methoxy-pyridin-3-yl)-pyrrolo[2,1-f][1,2,4]triazin-2-ol and 3-(3-amino-phenyl)-1,4-dimethyl-piperazin-2-one in an analogous manner to Example 1052a. Product isolated as a brown foam (56 mg, 42%). LCMS (m/e) 444 (M+H); 1H-NMR (CDCl3, 400 MHz) δ 8.80-8.74 (m, 1H), 8.69 (s, 1H), 8.43 (dd, 1H, J=2.2 and 8.7 Hz), 7.66 (d, 1H, J=8.1 Hz), 7.51 (s, 1H), 7.35-7.27 (m, 1H), ... Product: COC1=CC=C(C=N1)C1=CC=C2C=NC(=NN21)NC=2C=C(C=CC2)C2C(N(CCN2C)C)=O (3-{3-[7-(6-Methoxy-pyridin-3-yl)-pyrrolo[2,1-f][1,2,4]triazin-2-ylamino]-phenyl}-1,4-dimethyl-piperazin-2-one), foam.